From a dataset of the Open Reaction Database (ORD), a public repository of structured organic reaction records. describe an organic reaction: reactants, conditions, products, and yield Reactants: Cn1c(C(C)(C)C)cc(=NC(=O)C(F)(F)F)n1CC1CCCO1, CO, [Na+], [OH-], O. The product is Cn1c(C(C)(C)C)cc(=N)n1CC1CCCO1. Reaction SMILES: [C:1]([CH3:2])([CH3:3])([CH3:4])[c:5]1[cH:6][c:7](=[N:17][C:18](=[O:19])[C:20]([F:21])([F:22])[F:23])[n:8]([CH2:11][CH:12]2[O:13][CH2:14][CH2:15][CH2:16]2)[n:9]1[CH3:10].[CH3:26][OH:27].[Na+:25].[OH-:24].[OH2:28]>>[C:1]([CH3:2])([CH3:3])([CH3:4])[c:5]1[cH:6][c:7](=[NH:17])[n:8]([CH2:11][CH:12]2[O:13][CH2:14][CH2:15][CH2:16]2)[n:9]1[CH3:10]. Reactants: O=C([O-])[O-], C1CCOC1, COP(=O)(CC(=O)CN1C(=O)C(NC(=O)OC(C)(C)C)CC1C)OC, Cc1ncc(C=O)cn1, CCOC(C)=O, [K+], [K+]. Product: Cc1ncc(C=CC(=O)CN2C(=O)C(NC(=O)OC(C)(C)C)CC2C)cn1. As a reaction SMILES: [C:26](=[O:27])([O-:28])[O-:29].[CH2:41]1[O:42][CH2:43][CH2:44][CH2:45]1.[CH3:1][O:2][P:3](=[O:4])([O:5][CH3:6])[CH2:7][C:8]([CH2:9][N:10]1[C:11](=[O:24])[CH:12]([NH:16][C:17](=[O:18])[O:19][C:20]([CH3:21])([CH3:22])[CH3:23])[CH2:13][CH:14]1[CH3:15])=[O:25].[CH3:32][c:33]1[n:34][cH:35][c:36]([CH:39]=[O:40])[cH:37][n:38]1.[CH3:46][CH2:47][O:48][C:49](=[O:50])[CH3:51].[K+:30].[K+:31]>>[CH:7]([C:8]([CH2:9][N:10]1[C:11](=[O:24])[CH:12]([NH:16][C:17](=[O:18])[O:19][C:20]([CH3:21])([CH3:22])[CH3:23])[CH2:13][CH:14]1[CH3:15])=[O:25])=[CH:39][c:36]1[cH:35][n:34][c:33]([CH3:32])[n:38][cH:37]1.